describe an organic reaction: reactants, conditions, products, and yield From a dataset of the Open Reaction Database (ORD), a public repository of structured organic reaction records. Reactants: C(C)(C)(C)OC(C1=CC=C(C=C1)CN1S(N(C2=C(C1=O)C=C(C=C2)C#CCC2=CC=CC=C2)C)=O)=O (4-[1-methyl-2,4-dioxo-6-(3-phenyl-prop-1-ynyl)-1,4-dihydro-2H-2λ4-benzo[1,2,6]thiadiazin-3-ylmethyl]benzoic acid tert-butyl ester), C(C)(C)(C)OC(C1=CC=C(C=C1)CN1S(C2=C(NC1=O)C=CC(=C2)C#CCC2=CC=CC=C2)(=O)=O)=O (4-[1,1,3-trioxo-7-(3-phenyl-prop-1-ynyl)-3,4-dihydro-1H-1λ6-benzo[1,2,4]thiadiazin-2-ylmethyl]-benzoic acid tert-butyl ester). Product: O=S1(N(C(NC2=C1C=C(C=C2)C#CCC2=CC=CC=C2)=O)CC2=CC=C(C(=O)O)C=C2)=O (4-[1,1,3-trioxo-7-(3-phenyl-prop-1-ynyl)-3,4-dihydro-1H-1λ6-benzo[1,2,4]thiadiazin-2-ylmethyl]-benzoic acid). Isolated yield 839.9%. Reaction SMILES: C(OC(=O)C1C=CC(CN2C(=O)C3C=C(C#CCC4C=CC=CC=4)C=CC=3N(C)S2=O)=CC=1)(C)(C)C.C([O:41][C:42](=[O:72])[C:43]1[CH:48]=[CH:47][C:46]([CH2:49][N:50]2[C:55](=[O:56])[NH:54][C:53]3[CH:57]=[CH:58][C:59]([C:61]#[C:62][CH2:63][C:64]4[CH:69]=[CH:68][CH:67]=[CH:66][CH:65]=4)=[CH:60][C:52]=3[S:51]2(=[O:71])=[O:70])=[CH:45][CH:44]=1)(C)(C)C>>[O:71]=[S:51]1(=[O:70])[C:52]2[CH:60]=[C:59]([C:61]#[C:62][CH2:63][C:64]3[CH:65]=[CH:66][CH:67]=[CH:68][CH:69]=3)[CH:58]=[CH:57][C:53]=2[NH:54][C:55](=[O:56])[N:50]1[CH2:49][C:46]1[CH:45]=[CH:44][C:43]([C:42]([OH:72])=[O:41])=[CH:48][CH:47]=1. Procedure details: When in the procedure of Example 4, Step (5) 4-[1-methyl-2,4-dioxo-6-(3-phenyl-prop-1-ynyl)-1,4-dihydro-2H-2λ4-benzo[1,2,6]thiadiazin-3-ylmethyl]benzoic acid tert-butyl ester was replaced with 4-[1,1,3-trioxo-7-(3-phenyl-prop-1-ynyl)-3,4-dihydro-1H-1λ6-benzo[1,2,4]thiadiazin-2-ylmethyl]-benzoic acid tert-butyl ester (0.12 g, 0.24 mmol) to give 0.9 g (84%) of 4-[1,1,3-trioxo-7-(3-phenyl-prop-1-ynyl)-3,4-dihydro-1H-1λ6-benzo[1,2,4]thiadiazin-2-ylmethyl]-benzoic acid as a white solid. 1H-NMR (CDCl3...